From a dataset of the Open Reaction Database (ORD), a public repository of structured organic reaction records. describe an organic reaction: reactants, conditions, products, and yield The reactants are FC1=CC=C(C=O)C=C1 (4-fluorobenzaldehyde), [Cl-].FC=1C=CC(=C(C[P+](C2=CC=CC=C2)(C2=CC=CC=C2)C2=CC=CC=C2)C1)OCOC (5-fluoro-2-methoxymethoxybenzyltriphenylphosphonium chloride), C1CCC2=NCCCN2CC1 (DBU). Reagents/catalysts: C1=CC=C(C=C1)P(C2=CC=CC=C2)C3=CC=CC=C3.C1=CC=C(C=C1)P(C2=CC=CC=C2)C3=CC=CC=C3.C1=CC=C(C=C1)P(C2=CC=CC=C2)C3=CC=CC=C3.[Cl-].[Rh] (tris-(triphenylphosphine)rhodium(I) chloride). The solvent is C(C)#N (acetonitrile), C1=CC=CC=C1 (benzene), C(C)O (ethanol). Conditions: temperature 60 celsius, time 20 hour. Yields the product FC1=CC(=C(C=C1)OCOC)CCC1=CC=C(C=C1)F (Methoxymethyl {4-fluoro-2-[2-(4-fluorophenyl)ethyl]phenyl} ether). The yield is 85.3%. As a reaction SMILES: [F:1][C:2]1[CH:9]=[CH:8][C:5]([CH:6]=O)=[CH:4][CH:3]=1.[Cl-].[F:11][C:12]1[CH:13]=[CH:14][C:15]([O:38][CH2:39][O:40][CH3:41])=[C:16]([CH:37]=1)[CH2:17][P+](C1C=CC=CC=1)(C1C=CC=CC=1)C1C=CC=CC=1.C1CCN2C(=NCCC2)CC1>C(#N)C.C1C=CC=CC=1.C(O)C.C1C=CC(P(C2C=CC=CC=2)C2C=CC=CC=2)=CC=1.C1C=CC(P(C2C=CC=CC=2)C2C=CC=CC=2)=CC=1.C1C=CC(P(C2C=CC=CC=2)C2C=CC=CC=2)=CC=1.[Cl-].[Rh]>[F:11][C:12]1[CH:13]=[CH:14][C:15]([O:38][CH2:39][O:40][CH3:41])=[C:16]([CH2:17][CH2:6][C:5]2[CH:8]=[CH:9][C:2]([F:1])=[CH:3][CH:4]=2)[CH:37]=1 |f:1.2,7.8.9.10.11|. Procedure details: 950 mg of 4-fluorobenzaldehyde, 3860 mg of 5-fluoro-2-methoxymethoxybenzyltriphenylphosphonium chloride (prepared as described in Preparation 8) and 1.26 ml of DBU were allowed to react together in 60 ml of acetonitrile, subsequently treated, and purified by silica gel column chromatography, using a 9:1 by volume mixture of hexane and ethyl acetate as the eluent, in the same manner as described in Preparation 2, to give 2030 mg of an oily substance. 1980 mg of this oily substance were dissolved ... The reactants are [Si](C)(C)(C(C)(C)C)OC[C@@H](OC=1C=C(C(=O)NC2=NN(C=C2)C)C=C(C1)O)C (3-((1S)-2-{[tert-butyl(dimethyl)silyl]oxy}-1-methylethyloxy)-5-hydroxy-N-(1-methyl-1H-pyrazol-3-yl)benzamide), C([O-])([O-])=O.[K+].[K+] (potassium carbonate), ClC1=C(C(=O)N(C)C)C=C(C(=C1)F)F (2-chloro-4,5-difluoro-N,N-dimethylbenzamide). The solvent is C(C)#N (acetonitrile). Run at temperature 160 celsius. Product: ClC1=C(C(=O)N(C)C)C=C(C(=C1)OC1=CC(=CC(=C1)C(=O)NC1=NN(C=C1)C)O[C@H](CO)C)F (2-Chloro-5-fluoro-4-(3-[(1S)-2-hydroxy-1-methylethoxy]-5-{[(1-methyl-1H-pyrazol-3-yl)amino]carbonyl}phenoxy)-N,N-dimethylbenzamide). Isolated yield 16.7%. As a reaction SMILES: [Si]([O:8][CH2:9][C@H:10]([CH3:28])[O:11][C:12]1[CH:13]=[C:14]([CH:24]=[C:25]([OH:27])[CH:26]=1)[C:15]([NH:17][C:18]1[CH:22]=[CH:21][N:20]([CH3:23])[N:19]=1)=[O:16])(C(C)(C)C)(C)C.C(=O)([O-])[O-].[K+].[K+].[Cl:35][C:36]1[CH:46]=[C:45](F)[C:44]([F:48])=[CH:43][C:37]=1[C:38]([N:40]([CH3:42])[CH3:41])=[O:39]>C(#N)C>[Cl:35][C:36]1[CH:46]=[C:45]([O:27][C:25]2[CH:24]=[C:14]([C:15]([NH:17][C:18]3[CH:22]=[CH:21][N:20]([CH3:23])[N:19]=3)=[O:16])[CH:13]=[C:12]([O:11][C@@H:10]([CH3:28])[CH2:9][OH:8])[CH:26]=2)[C:44]([F:48])=[CH:43][C:37]=1[C:38]([N:40]([CH3:42])[CH3:41])=[O:39] |f:1.2.3|. Reported procedure: A suspension of 3-((1S)-2-{[tert-butyl(dimethyl)silyl]oxy}-1-methylethyloxy)-5-hydroxy-N-(1-methyl-1H-pyrazol-3-yl)benzamide (200 mg, 0.477 mmol), potassium carbonate (136 mg, 0.95 mmol) and 2-chloro-4,5-difluoro-N,N-dimethylbenzamide (106 mg, 0.45 mmol) in acetonitrile (3.5 mL) was heated in a microwave reactor at 160° C. for 2 hours. The reaction mixture was quenched with water and extracted with DCM (2×6 mL). The organic layer was dried (MgSO4), filtered and concentrated in vacuo. The residue... The reactants are alkyl bromide, CC1(CCNCCC1)O (4-methylazepan-4-ol), amines, BrCC=1N(C2=NC(=NC(=C2N1)N1CCOCC1)N1C(=NC2=C1C=CC=C2)C)C (4-(8-(bromomethyl)-9-methyl-2-(2-methyl-1H-benzo[d]imidazol-1-yl)-9H-purin-6-yl)morpholine). The product is CC1(CCN(CCC1)CC=1N(C2=NC(=NC(=C2N1)N1CCOCC1)N1C(=NC2=C1C=CC=C2)C)C)O (4-methyl-1-((9-methyl-2-(2-methyl-1H-benzo[d]imidazol-1-yl)-6-morpholino-9H-purin-8-yl)methyl)azepan-4-ol). Reaction SMILES: Br[CH2:2][C:3]1[N:4]([CH3:28])[C:5]2[C:10]([N:11]=1)=[C:9]([N:12]1[CH2:17][CH2:16][O:15][CH2:14][CH2:13]1)[N:8]=[C:7]([N:18]1[C:22]3[CH:23]=[CH:24][CH:25]=[CH:26][C:21]=3[N:20]=[C:19]1[CH3:27])[N:6]=2.[CH3:29][C:30]1([OH:37])[CH2:36][CH2:35][CH2:34][NH:33][CH2:32][CH2:31]1>>[CH3:29][C:30]1([OH:37])[CH2:36][CH2:35][CH2:34][N:33]([CH2:2][C:3]2[N:4]([CH3:28])[C:5]3[C:10]([N:11]=2)=[C:9]([N:12]2[CH2:17][CH2:16][O:15][CH2:14][CH2:13]2)[N:8]=[C:7]([N:18]2[C:22]4[CH:23]=[CH:24][CH:25]=[CH:26][C:21]=4[N:20]=[C:19]2[CH3:27])[N:6]=3)[CH2:32][CH2:31]1. Procedure: Following General Procedure E for Displacement of alkyl bromide with amines, 4-(8-(bromomethyl)-9-methyl-2-(2-methyl-1H-benzo[d]imidazol-1-yl)-9H-purin-6-yl)morpholine and 4-methylazepan-4-ol were reacted to give 429. [M+H]+ 491.6 Starting materials: [BH3-]C#N, O=C([O-])[O-], CCOC(=O)c1cc(C=O)c2c(c1)C(C)(C)CC(C)(C)O2, CC#N, CC(C)=O, CC(=O)O, NC1CC1, CC(C)I, ClCCl, [K+], [K+], [Na+]. Yields the product CCOC(=O)c1cc(CN(C(C)C)C2CC2)c2c(c1)C(C)(C)CC(C)(C)O2. RXN SMILES: [C:26]([BH3-:27])#[N:28].[C:30](=[O:31])([O-:32])[O-:33].[CH2:1]([CH3:2])[O:3][C:4](=[O:5])[c:6]1[cH:7][c:8]2[c:13]([c:14]([CH:16]=[O:17])[cH:15]1)[O:12][C:11]([CH3:18])([CH3:19])[CH2:10][C:9]2([CH3:20])[CH3:21].[CH3:43][C:44]#[N:45].[CH3:46][C:47](=[O:48])[CH3:49].[CH3:50][C:51](=[O:52])[OH:53].[CH:22]1([NH2:25])[CH2:23][CH2:24]1.[CH:36]([CH3:37])([CH3:38])[I:39].[Cl:40][CH2:41][Cl:42].[K+:34].[K+:35].[Na+:29]>>[CH2:1]([CH3:2])[O:3][C:4](=[O:5])[c:6]1[cH:7][c:8]2[c:13]([c:14]([CH2:16][N:25]([CH:22]3[CH2:23][CH2:24]3)[CH:36]([CH3:37])[CH3:38])[cH:15]1)[O:12][C:11]([CH3:18])([CH3:19])[CH2:10][C:9]2([CH3:20])[CH3:21].